Dataset: the Open Reaction Database (ORD), a public repository of structured organic reaction records. Task: describe an organic reaction: reactants, conditions, products, and yield The reactants are C1(=CC=CC=C1)C=1N=CNC1C1=CC=CC=C1 (4,5-diphenylimidazole), FC1=C(C(=C(C(=C1B(C1=C(C(=C(C(=C1F)F)F)F)F)C1=C(C(=C(C(=C1F)F)F)F)F)F)F)F)F (tris(pentafluorophenyl)borane), C(CCCCCCCCCCCCCCCCC)N(C)CCCCCCCCCCCCCCCCCC (dioctadecylmethylamine). Run in C1(=CC=CC=C1)C (toluene). The product is FC1=C(C(=C(C(=C1B(C1=C(C(=C(C(=C1F)F)F)F)F)C1=C(C(=C(C(=C1F)F)F)F)F)F)F)F)F.FC1=C(C(=C(C(=C1B(C1=C(C(=C(C(=C1F)F)F)F)F)C1=C(C(=C(C(=C1F)F)F)F)F)F)F)F)F.C(CCCCCCCCCCCCCCCCC)[NH+](C)CCCCCCCCCCCCCCCCCC.C1(=CC=CC=C1)C=1N=C[N-]C1C1=CC=CC=C1 (Dioctadecylmethylammonium bis(tris(Pentafluorophenyl)borane) 4,5-diphenylimidazolide). Reaction SMILES: [C:1]1([C:7]2[N:8]=[CH:9][NH:10][C:11]=2[C:12]2[CH:17]=[CH:16][CH:15]=[CH:14][CH:13]=2)[CH:6]=[CH:5][CH:4]=[CH:3][CH:2]=1.[F:18][C:19]1[C:24]([B:25]([C:37]2[C:42]([F:43])=[C:41]([F:44])[C:40]([F:45])=[C:39]([F:46])[C:38]=2[F:47])[C:26]2[C:31]([F:32])=[C:30]([F:33])[C:29]([F:34])=[C:28]([F:35])[C:27]=2[F:36])=[C:23]([F:48])[C:22]([F:49])=[C:21]([F:50])[C:20]=1[F:51].[CH2:52]([N:70]([CH2:72][CH2:73][CH2:74][CH2:75][CH2:76][CH2:77][CH2:78][CH2:79][CH2:80][CH2:81][CH2:82][CH2:83][CH2:84][CH2:85][CH2:86][CH2:87][CH2:88][CH3:89])[CH3:71])[CH2:53][CH2:54][CH2:55][CH2:56][CH2:57][CH2:58][CH2:59][CH2:60][CH2:61][CH2:62][CH2:63][CH2:64][CH2:65][CH2:66][CH2:67][CH2:68][CH3:69]>C1(C)C=CC=CC=1>[F:43][C:42]1[C:37]([B:25]([C:24]2[C:19]([F:18])=[C:20]([F:51])[C:21]([F:50])=[C:22]([F:49])[C:23]=2[F:48])[C:26]2[C:27]([F:36])=[C:28]([F:35])[C:29]([F:34])=[C:30]([F:33])[C:31]=2[F:32])=[C:38]([F:47])[C:39]([F:46])=[C:40]([F:45])[C:41]=1[F:44].[F:43][C:42]1[C:37]([B:25]([C:24]2[C:19]([F:18])=[C:20]([F:51])[C:21]([F:50])=[C:22]([F:49])[C:23]=2[F:48])[C:26]2[C:27]([F:36])=[C:28]([F:35])[C:29]([F:34])=[C:30]([F:33])[C:31]=2[F:32])=[C:38]([F:47])[C:39]([F:46])=[C:40]([F:45])[C:41]=1[F:44].[CH2:72]([NH+:70]([CH2:52][CH2:53][CH2:54][CH2:55][CH2:56][CH2:57][CH2:58][CH2:59][CH2:60][CH2:61][CH2:62][CH2:63][CH2:64][CH2:65][CH2:66][CH2:67][CH2:68][CH3:69])[CH3:71])[CH2:73][CH2:74][CH2:75][CH2:76][CH2:77][CH2:78][CH2:79][CH2:80][CH2:81][CH2:82][CH2:83][CH2:84][CH2:85][CH2:86][CH2:87][CH2:88][CH3:89].[C:1]1([C:7]2[N:8]=[CH:9][N-:10][C:11]=2[C:12]2[CH:13]=[CH:14][CH:15]=[CH:16][CH:17]=2)[CH:6]=[CH:5][CH:4]=[CH:3][CH:2]=1 |f:4.5.6.7|. Reported procedure: 4,5-diphenylimidazole (0.4302 g, 1.953 mmol), tris(pentafluorophenyl)borane (2.0000 g, 3.9063 mmol) and dioctadecylmethylamine (1.0469 g, 1.9531 mmol) were placed in a 50 mL flask, taken up in 21 mL of toluene and refluxed under argon for 15 hours. The volatiles were then stripped under vacuum. Yield, 3.217 g, 92.52 percent. Reactants: ClCCl, CCOCC, CCC(O)CN(C(=O)Cc1cccc(Cl)c1)c1cccc(C(C)C)c1, O=[Cr](=O)([O-])O[Cr](=O)(=O)[O-], O=C(O)C(F)(F)F, c1ccncc1, c1cc[nH+]cc1, c1cc[nH+]cc1. The product is CCC(=O)CN(C(=O)Cc1cccc(Cl)c1)c1cccc(C(C)C)c1. Reaction SMILES: [CH2:60]([Cl:61])[Cl:62].[CH3:63][CH2:64][O:65][CH2:66][CH3:67].[CH:35]([CH3:36])([CH3:37])[c:38]1[cH:39][c:40]([N:44]([C:45]([CH2:46][c:47]2[cH:48][c:49]([Cl:53])[cH:50][cH:51][cH:52]2)=[O:54])[CH2:55][CH:56]([CH2:57][CH3:58])[OH:59])[cH:41][cH:42][cH:43]1.[Cr:1]([O:2][Cr:3]([O-:4])(=[O:5])=[O:6])([O-:7])(=[O:8])=[O:9].[OH:22][C:23]([C:24]([F:25])([F:26])[F:27])=[O:28].[cH:29]1[cH:30][cH:31][n:32][cH:33][cH:34]1.[nH+:10]1[cH:11][cH:12][cH:13][cH:14][cH:15]1.[nH+:16]1[cH:17][cH:18][cH:19][cH:20][cH:21]1>>[CH:35]([CH3:36])([CH3:37])[c:38]1[cH:39][c:40]([N:44]([C:45]([CH2:46][c:47]2[cH:48][c:49]([Cl:53])[cH:50][cH:51][cH:52]2)=[O:54])[CH2:55][C:56]([CH2:57][CH3:58])=[O:59])[cH:41][cH:42][cH:43]1.